This data is from the Open Reaction Database (ORD), a public repository of structured organic reaction records. The task is: describe an organic reaction: reactants, conditions, products, and yield Reactants: C(C)SC=C1C(N(C(S1)=O)CCCCSC1=CC=CC=2N1C=CN2)=O (5-(ethylthiomethylene)-3-[4-(imidazo[1,2-a]pyridin-5-ylthio)butyl]thiazolidine-2,4-dione), Cl (hydrochloric acid). The solvent is CO (methanol). Product: Cl.C(C)SC=C1C(N(C(S1)=O)CCCCSC1=CC=CC=2N1C=CN2)=O (5-(ethylthiomethylene)-3-[4-(imidazo[1,2-a]pyridin-5-ylthio)butyl]thiazolidine-2,4-dione hydrochloride). As a reaction SMILES: [CH2:1]([S:3][CH:4]=[C:5]1[S:9][C:8](=[O:10])[N:7]([CH2:11][CH2:12][CH2:13][CH2:14][S:15][C:16]2[N:21]3[CH:22]=[CH:23][N:24]=[C:20]3[CH:19]=[CH:18][CH:17]=2)[C:6]1=[O:25])[CH3:2].[ClH:26]>CO>[ClH:26].[CH2:1]([S:3][CH:4]=[C:5]1[S:9][C:8](=[O:10])[N:7]([CH2:11][CH2:12][CH2:13][CH2:14][S:15][C:16]2[N:21]3[CH:22]=[CH:23][N:24]=[C:20]3[CH:19]=[CH:18][CH:17]=2)[C:6]1=[O:25])[CH3:2] |f:3.4|. Procedure: To a solution of 0.76 g (1.93 mmol) of 5-(ethylthiomethylene)-3-[4-(imidazo[1,2-a]pyridin-5-ylthio)butyl]thiazolidine-2,4-dione in 20 ml of methanol, 0.21 ml of concentrated hydrochloric acid was added. After the solvent was distilled off, the residue was washed with diethyl ether to yield 0.78 g (94.0%, yellow solid) of the desired product. The reactants are O (Water), COC1=CC2=C(C=CO2)C=C1CCO (2-(6-methoxy-1-benzofuran-5-yl)-1-ethanol), 1-chloroacetylpiperidine, CC(C)([O-])C.[K+] (potassium tert-butoxide), Cl (hydrochloric acid). Solvent: C(C)(=O)OCC (ethyl acetate), C(C)(C)(C)O (tert-butanol), CN(C=O)C (N,N-dimethylformamide). Reaction conditions: time 30 minute. Product: COC1=CC2=C(C=CO2)C=C1CCOCC(=O)O (2-[2-(6-methoxy-1-benzofuran-5-yl)ethoxy]acetic acid). Reaction SMILES: [CH3:1][O:2][C:3]1[C:11]([CH2:12][CH2:13][OH:14])=[CH:10][C:6]2[CH:7]=[CH:8][O:9][C:5]=2[CH:4]=1.C[C:16]([CH3:19])([O-:18])C.[K+].[OH2:21].Cl>C(O)(C)(C)C.CN(C)C=O.C(OCC)(=O)C>[CH3:1][O:2][C:3]1[C:11]([CH2:12][CH2:13][O:14][CH2:19][C:16]([OH:21])=[O:18])=[CH:10][C:6]2[CH:7]=[CH:8][O:9][C:5]=2[CH:4]=1 |f:1.2|. Procedure details: In a mixture of 7.0 mL of tert-butanol and 1.75 mL of N,N-dimethylformamide was dissolved 1.75 g of 2-(6-methoxy-1-benzofuran-5-yl)-1-ethanol, and 2.2 g of 1-chloroacetylpiperidine and 1.54 g of potassium tert-butoxide were added to the solution under ice-cooling, after which the resulting mixture was stirred at the same temperature for 30 minutes and then at the room temperature for 2 hours. Water and ethyl acetate were added to the reaction mixture and the pH was adjusted to 1 with 6 mol/L hyd... The reactants are CC(C)C1=CC(=C(C(=C1)C(C)C)C2=C(C=CC=C2)P(C3CCCCC3)C4CCCCC4)C(C)C (X-Phos), ClC=1C=C2C(=C(C(C(C2=CC1)(C)C)=O)C(=O)NCC(=O)OC(C)(C)C)O (1,1-dimethylethyl N-((6-chloro-4-hydroxy-1,1-dimethyl-2-oxo-naphthalen-3-yl)carbonyl)glycinate), C1(=C(C=CC=C1)B(O)O)C (o-tolylboronic acid), C(=O)([O-])[O-].[K+].[K+] (K2CO3), O (water). Reagents/catalysts: C=1C=CC(=CC1)/C=C/C(=O)/C=C/C2=CC=CC=C2.C=1C=CC(=CC1)/C=C/C(=O)/C=C/C2=CC=CC=C2.C=1C=CC(=CC1)/C=C/C(=O)/C=C/C2=CC=CC=C2.[Pd].[Pd] (Pd2(dba)3). Solvent: O1CCOCC1 (1,4-dioxane), CCOC(=O)C (EtOAc). Conditions: temperature 110 celsius. The product is CC1=C(C=CC=C1)C=1C=C2C(=C(C(C(C2=CC1)(C)C)=O)C(=O)NCC(=O)OC(C)(C)C)O (1,1-Dimethylethyl N-((6-(2-methylphenyl)-4-hydroxy-1,1-dimethyl-2-oxo-naphthalen-3-yl)carbonyl)glycinate). Isolated yield 55.8%. Reaction SMILES: Cl[C:2]1[CH:3]=[C:4]2[C:9](=[CH:10][CH:11]=1)[C:8]([CH3:13])([CH3:12])[C:7](=[O:14])[C:6]([C:15]([NH:17][CH2:18][C:19]([O:21][C:22]([CH3:25])([CH3:24])[CH3:23])=[O:20])=[O:16])=[C:5]2[OH:26].[C:27]1([CH3:36])[CH:32]=[CH:31][CH:30]=[CH:29][C:28]=1B(O)O.C([O-])([O-])=O.[K+].[K+].O.CC(C1C=C(C(C)C)C(C2C=CC=CC=2P(C2CCCCC2)C2CCCCC2)=C(C(C)C)C=1)C>CCOC(C)=O.C1C=CC(/C=C/C(/C=C/C2C=CC=CC=2)=O)=CC=1.C1C=CC(/C=C/C(/C=C/C2C=CC=CC=2)=O)=CC=1.C1C=CC(/C=C/C(/C=C/C2C=CC=CC=2)=O)=CC=1.[Pd].[Pd].O1CCOCC1>[CH3:36][C:27]1[CH:32]=[CH:31][CH:30]=[CH:29][C:28]=1[C:2]1[CH:3]=[C:4]2[C:9](=[CH:10][CH:11]=1)[C:8]([CH3:13])([CH3:12])[C:7](=[O:14])[C:6]([C:15]([NH:17][CH2:18][C:19]([O:21][C:22]([CH3:24])([CH3:25])[CH3:23])=[O:20])=[O:16])=[C:5]2[OH:26] |f:2.3.4,8.9.10.11.12|. Procedure: To 1,1-dimethylethyl N-((6-chloro-4-hydroxy-1,1-dimethyl-2-oxo-naphthalen-3-yl)carbonyl)glycinate (250 mg, 658 μmol, Example 40A-D) and o-tolylboronic acid (134 mg, 987 μmol), were added 1,4-dioxane (3291 μL), and K2CO3 in water (987 μL, 1975 mmol). The reaction was flushed with nitrogen for 10 minutes. Next, Pd2(dba)3 (60.3 mg, 65.8 μmol) and X-Phos (62.8 mg, 132 μmol) were added, and the reaction was heated at 110° C. for 4 hours. The reaction mixture was then diluted with 100 mL of EtOAc, add... Reactants: CO, COC(=O)c1ccc2oc(C(=O)Nc3ccc(Cl)cn3)c(NC(=O)C3CCC(C(=O)N(C)C)CC3)c2c1, [Na+], C1CCOC1, [OH-], O. The product is CN(C)C(=O)C1CCC(C(=O)Nc2c(C(=O)Nc3ccc(Cl)cn3)oc3ccc(C(=O)O)cc23)CC1. Reaction SMILES: [CH3:40][OH:41].[Cl:1][c:2]1[cH:3][cH:4][c:5]([NH:8][C:9](=[O:10])[c:11]2[o:12][c:13]3[c:14]([c:15]2[NH:16][C:17](=[O:18])[CH:19]2[CH2:20][CH2:21][CH:22]([C:25](=[O:26])[N:27]([CH3:28])[CH3:29])[CH2:23][CH2:24]2)[cH:30][c:31]([C:34](=[O:35])[O:36][CH3:37])[cH:32][cH:33]3)[n:6][cH:7]1.[Na+:39].[O:42]1[CH2:43][CH2:44][CH2:45][CH2:46]1.[OH-:38].[OH2:47]>>[Cl:1][c:2]1[cH:3][cH:4][c:5]([NH:8][C:9](=[O:10])[c:11]2[o:12][c:13]3[c:14]([c:15]2[NH:16][C:17](=[O:18])[CH:19]2[CH2:20][CH2:21][CH:22]([C:25](=[O:26])[N:27]([CH3:28])[CH3:29])[CH2:23][CH2:24]2)[cH:30][c:31]([C:34](=[O:35])[OH:36])[cH:32][cH:33]3)[n:6][cH:7]1.